From a dataset of the Open Reaction Database (ORD), a public repository of structured organic reaction records. describe an organic reaction: reactants, conditions, products, and yield Reactants: BrC=1C=CC(=C(CO)C1)OC (5-bromo-2-methoxybenzyl alcohol), N1C=NC=C1 (imidazole), [Si](C)(C)(C(C)(C)C)Cl (tert-butyldimethylsilyl chloride). Run in CN(C)C=O (DMF). Run at time 4 hour. Yields the product BrC=1C=CC(=C(CO[Si](C)(C)C(C)(C)C)C1)OC ((5-Bromo-2-methoxybenzyloxy)-tert-butyldimethylsilane). The yield is 95.8%. As a reaction SMILES: [Br:1][C:2]1[CH:3]=[CH:4][C:5]([O:10][CH3:11])=[C:6]([CH:9]=1)[CH2:7][OH:8].N1C=CN=C1.[Si:17](Cl)([C:20]([CH3:23])([CH3:22])[CH3:21])([CH3:19])[CH3:18]>CN(C=O)C>[Br:1][C:2]1[CH:3]=[CH:4][C:5]([O:10][CH3:11])=[C:6]([CH:9]=1)[CH2:7][O:8][Si:17]([C:20]([CH3:23])([CH3:22])[CH3:21])([CH3:19])[CH3:18]. Reported procedure: To a solution of 5-bromo-2-methoxybenzyl alcohol (1.0 g, 4.6 mmol) and imidazole (470 mg, 7.01 mmol) in DMF (15 ml) was added tert-butyldimethylsilyl chloride (1.04 g, 6.91 mmol). The mixture was allowed to stir for 4 h, poured onto water (100 ml) and extracted with ether (3×30 ml). The combined organic phases were washed with water (50 ml), brine (50 ml), dried over sodium sulfate and evaporated under reduced pressure to leave a pale yellow oil. This was purified by chromatography (SiO2, 5% eth... Run at temperature 10 celsius, time 1 hour. Starting materials: CC1=C(C=NC=C1)C(CC)=O (1-(4-methylpyridin-3-yl)propan-1-one), Br (hydrobromic acid), BrBr (bromine). As a reaction SMILES: [CH3:1][C:2]1[CH:7]=[CH:6][N:5]=[CH:4][C:3]=1[C:8](=[O:11])[CH2:9][CH3:10].[BrH:12].BrBr>C(O)(=O)C>[Br:12][CH:9]([CH3:10])[C:8]([C:3]1[CH:4]=[N:5][CH:6]=[CH:7][C:2]=1[CH3:1])=[O:11]. Yields the product BrC(C(=O)C=1C=NC=CC1C)C (2-bromo-1-(4-methylpyridin-3-yl)propane-1-one). Procedure details: To a solution of 1-(4-methylpyridin-3-yl)propan-1-one (4.72 g) in acetic acid (35 ml) was added hydrobromic acid (5.5 ml) and the mixture was cooled to 10° C. A solution of bromine (5.0 g) in acetic acid (15 ml) was gradually added to the reaction mixture and the mixture was stirred at 80° C. for one hr. The solvent was evaporated under reduced pressure and the residue was recrystallized from ethyl acetate to give the title compound (5.56 g) as a pale-yellow powder. Solvent: C(C)(=O)O (acetic acid), C(C)(=O)O (acetic acid).